Dataset: the Open Reaction Database (ORD), a public repository of structured organic reaction records. Task: describe an organic reaction: reactants, conditions, products, and yield The reactants are Nc1c([N+](=O)[O-])cc(Br)cc1C(F)(F)F, OB(O)c1ccccc1C(F)(F)F. The product is Nc1c([N+](=O)[O-])cc(-c2ccccc2C(F)(F)F)cc1C(F)(F)F. As a reaction SMILES: [Br:1][c:2]1[cH:3][c:4]([N+:13](=[O:14])[O-:15])[c:5]([NH2:12])[c:6]([C:8]([F:9])([F:10])[F:11])[cH:7]1.[F:16][C:17]([c:18]1[c:19]([B:24]([OH:25])[OH:26])[cH:20][cH:21][cH:22][cH:23]1)([F:27])[F:28]>>[c:2]1(-[c:19]2[c:18]([C:17]([F:16])([F:27])[F:28])[cH:23][cH:22][cH:21][cH:20]2)[cH:3][c:4]([N+:13](=[O:14])[O-:15])[c:5]([NH2:12])[c:6]([C:8]([F:9])([F:10])[F:11])[cH:7]1. The reactants are ClC1=CC=CC2=C1C(N(CC=1N2C=NC1C(N)=NO)C)=O (7-Chloro-5,6-dihydro-5-methyl-6-oxo-4H-imidazo[1,5-a][1,4]benzodiazepine-3-carboxamidoxime), [O-2].[Mg+2] (magnesium oxide), ClCC(=O)Cl (Chloracetyl chloride). Run in O1CCOCC1 (1,4-dioxane). Run at time 1 hour. Product: ClC1=CC=CC2=C1C(N(CC=1N2C=NC1C1=NOC(=N1)CCl)C)=O (7-Chloro-3-(5-chloromethyl-[1,2,4]oxadiazol-3-yl)-5-methyl-4,5-dihydro-imidazo[1,5-a][1,4]benzodiazepin-6-one). Reaction SMILES: [Cl:1][C:2]1[C:7]2[C:8](=[O:21])[N:9]([CH3:20])[CH2:10][C:11]3[N:12]([CH:13]=[N:14][C:15]=3[C:16](=[N:18][OH:19])[NH2:17])[C:6]=2[CH:5]=[CH:4][CH:3]=1.[O-2].[Mg+2].[Cl:24][CH2:25][C:26](Cl)=O>O1CCOCC1>[Cl:1][C:2]1[C:7]2[C:8](=[O:21])[N:9]([CH3:20])[CH2:10][C:11]3[N:12]([CH:13]=[N:14][C:15]=3[C:16]3[N:17]=[C:26]([CH2:25][Cl:24])[O:19][N:18]=3)[C:6]=2[CH:5]=[CH:4][CH:3]=1 |f:1.2|. Reported procedure: 8.0 g 7-Chloro-5,6-dihydro-5-methyl-6-oxo-4H-imidazo[1,5-a][1,4]benzodiazepine-3-carboxamidoxime and 1.0 g magnesium oxide were suspended under stirring and argon atmosphere in 160 ml 1,4-dioxane. 2.7 ml Chloracetyl chloride were added in one portion and the white thick gel obtained was stirred 4 hours at r.t. and then 17 hours at reflux to give a lightly orange fluid suspension. 100 ml Dioxane were distilled off and the reaction mixture was cooled to room temperature. 180 ml Deionized water wer...